Dataset: the Open Reaction Database (ORD), a public repository of structured organic reaction records. Task: describe an organic reaction: reactants, conditions, products, and yield Reactants: CSC=1N=C(SC1)N1C(NC2=C1C=CC=C2)=O (1-[4-(Methylthio)-1,3-thiazol-2-yl]-1,3-dihydro-2H-benzimidazol-2-one), BrCC(=O)OC(C)(C)C (tert-butyl bromoacetate), [H-].[Na+] (sodium hydride). The solvent is CN(C)C=O (DMF). Reaction conditions: temperature 0 celsius, time 15 minute. Yields the product CSC=1N=C(SC1)N1C(N(C2=C1C=CC=C2)CC(=O)OC(C)(C)C)=O (tert-Butyl {3-[4-(methylthio)-1,3-thiazol-2-yl]-2-oxo-2,3-dihydro-1H-benzimidazol-1-yl}acetate). Reaction SMILES: [CH3:1][S:2][C:3]1[N:4]=[C:5]([N:8]2[C:12]3[CH:13]=[CH:14][CH:15]=[CH:16][C:11]=3[NH:10][C:9]2=[O:17])[S:6][CH:7]=1.Br[CH2:19][C:20]([O:22][C:23]([CH3:26])([CH3:25])[CH3:24])=[O:21].[H-].[Na+]>CN(C=O)C>[CH3:1][S:2][C:3]1[N:4]=[C:5]([N:8]2[C:12]3[CH:13]=[CH:14][CH:15]=[CH:16][C:11]=3[N:10]([CH2:19][C:20]([O:22][C:23]([CH3:26])([CH3:25])[CH3:24])=[O:21])[C:9]2=[O:17])[S:6][CH:7]=1 |f:2.3|. Reported procedure: To a stirred mixture of 1-[4-(methylthio)-1,3-thiazol-2-yl]-1,3-dihydro-2H-benzimidazol-2-one from Step B (710 mg, 2.67 mmol) and tert-butyl bromoacetate (578 mg, 2.97 mmol) in DMF (15 mL) at 0° C. was added sodium hydride (194 mg of a 60% dispersion in mineral oil, 4.85 mmol). The mixture was stirred at 0° C. for 15 min, then quenched with saturated aqueous NaHCO3 and extracted with CH2Cl2 (2×35 mL). The combined organic layers were dried over Na2SO4, filtered, and concentrated under reduced pr... The reactants are C(#N)[BH3-].[Na+] (sodium cyanoborohydride), FC(C(=O)O)(F)F (Trifluoroacetic acid), COC(=O)C=1C=C(C2=C(S(CC3=C(O2)C(=CC(=C3)NCCNCC=3OC=CC3)Cl)(=O)=O)C1)C (4-Chloro-2-{2-[(furan-2-ylmethyl)-amino]-ethylamino}-6-methyl-10,10-dioxo-10,11-dihydro-5-oxa-10lambda*6*-thia-dibenzo[a,d]cycloheptene-8-carboxylic acid methyl ester), C(C)=O (acetaldehyde). Solvent: CO (methanol), O (water). Conditions: time 1.5 hour. The product is COC(=O)C=1C=C(C2=C(S(CC3=C(O2)C(=CC(=C3)N(CCN(CC=3OC=CC3)CC)CC)Cl)(=O)=O)C1)C (4-Chloro-2-{ethyl-[2-(ethyl-furan-2-ylmethyl-amino)-ethyl]-amino}-6-methyl-10,10-dioxo-10,11-dihydro-5-oxa-10lambda*6*-thia-dibenzo[a,d]cycloheptene-8-carboxylic acid methyl ester). As a reaction SMILES: F[C:2](F)(F)[C:3](O)=O.[CH3:8][O:9][C:10]([C:12]1[CH:13]=[C:14]([CH3:40])[C:15]2[O:21][C:20]3[C:22]([Cl:36])=[CH:23][C:24]([NH:26][CH2:27][CH2:28][NH:29][CH2:30][C:31]4[O:32][CH:33]=[CH:34][CH:35]=4)=[CH:25][C:19]=3[CH2:18][S:17](=[O:38])(=[O:37])[C:16]=2[CH:39]=1)=[O:11].[CH:41](=O)[CH3:42].C([BH3-])#N.[Na+]>CO.O>[CH3:8][O:9][C:10]([C:12]1[CH:13]=[C:14]([CH3:40])[C:15]2[O:21][C:20]3[C:22]([Cl:36])=[CH:23][C:24]([N:26]([CH2:2][CH3:3])[CH2:27][CH2:28][N:29]([CH2:41][CH3:42])[CH2:30][C:31]4[O:32][CH:33]=[CH:34][CH:35]=4)=[CH:25][C:19]=3[CH2:18][S:17](=[O:38])(=[O:37])[C:16]=2[CH:39]=1)=[O:11] |f:3.4|. Procedure: Trifluoroacetic acid (0.03 mL, 0.4 mmol) was added to mixture of Example 84k (0.2 g, 0.40 mmol) and acetaldehyde (0.115 mL, 2 mmol) in dry methanol (10 mL) at 0° C. The reaction mixture was stirred at room temperature in an atmosphere of nitrogen for 1.5 h. It was treated with sodium cyanoborohydride (0.064 g, 1 mmol), stirred for 1.5 h, treated with cold water and extracted with ethyl acetate. The organic layer was washed with water, brine, dried and purified using flash chromatography (silica ... The reactants are CC(C)(C)N1CCN(c2c(F)cc(F)cc2C=O)CC1, CC(C)(C)CCN, Cc1ccccc1, O=C(O)CC(S)C(=O)O. The product is CC(C)(C)CCN1C(=O)C(CC(=O)O)SC1c1cc(F)cc(F)c1N1CCN(C(C)(C)C)CC1. Reaction SMILES: [C:8]([CH3:9])([CH3:10])([CH3:11])[N:12]1[CH2:13][CH2:14][N:15]([c:18]2[c:19]([CH:20]=[O:21])[cH:22][c:23]([F:27])[cH:24][c:25]2[F:26])[CH2:16][CH2:17]1.[CH3:1][C:2]([CH2:3][CH2:4][NH2:5])([CH3:6])[CH3:7].[CH3:37][c:38]1[cH:39][cH:40][cH:41][cH:42][cH:43]1.[SH:28][CH:29]([C:30](=[O:31])[OH:32])[CH2:33][C:34](=[O:35])[OH:36]>>[CH3:1][C:2]([CH2:3][CH2:4][N:5]1[CH:20]([c:19]2[c:18]([N:15]3[CH2:14][CH2:13][N:12]([C:8]([CH3:9])([CH3:10])[CH3:11])[CH2:17][CH2:16]3)[c:25]([F:26])[cH:24][c:23]([F:27])[cH:22]2)[S:28][CH:29]([CH2:33][C:34](=[O:35])[OH:36])[C:30]1=[O:31])([CH3:6])[CH3:7]. The reactants are [N+](=O)([O-])C=1C(=C(C=C(C1)Cl)C(F)(F)F)Cl (3-nitro-2,5-dichlorobenzotrifluoride), liquid, N (ammonia). The reagents and catalysts are [Cl-].C(C)[N+](CC)(CC)CC (tetraethylammonium chloride). Run in O (water). Conditions: temperature 130 celsius, time 10 hour. The product is NC1=C(C=C(C=C1[N+](=O)[O-])Cl)C(F)(F)F (2-amino-3-nitro-5-chloro-benzotrifluoride). As a reaction SMILES: [N+:1]([C:4]1[C:5](Cl)=[C:6]([C:11]([F:14])([F:13])[F:12])[CH:7]=[C:8]([Cl:10])[CH:9]=1)([O-:3])=[O:2].[NH3:16]>[Cl-].C([N+](CC)(CC)CC)C.O>[NH2:16][C:5]1[C:4]([N+:1]([O-:3])=[O:2])=[CH:9][C:8]([Cl:10])=[CH:7][C:6]=1[C:11]([F:14])([F:13])[F:12] |f:2.3|. Procedure details: 260 g of 3-nitro-2,5-dichlorobenzotrifluoride, 130 ml of water and 10 g of tetraethylammonium chloride were introduced into an autoclave, and 120 ml of liquid ammonia were injected. The mixture was then heated to 130° C. and stirred for 10 hours at this temperature. After cooling, the batch was filtered and the precipitate which had been separated off was washed with water and dried. 194 g of 2-amino-3-nitro-5-chloro-benzotrifluoride with a melting point of 67° C. were obtained. Reactants: CI (methyl iodide), FC(CCCCCOC1=NSN=C1C=1C=NC=CC1)(F)F (3-(6,6,6-trifluorohexyloxy-1,2,5-thiadiazol-4-yl)pyridine). RXN SMILES: [CH3:1][I:2].[F:3][C:4]([F:23])([F:22])[CH2:5][CH2:6][CH2:7][CH2:8][CH2:9][O:10][C:11]1[C:15]([C:16]2[CH:17]=[N:18][CH:19]=[CH:20][CH:21]=2)=[N:14][S:13][N:12]=1>CC(C)=O>[I-:2].[F:23][C:4]([F:3])([F:22])[CH2:5][CH2:6][CH2:7][CH2:8][CH2:9][O:10][C:11]1[C:15]([C:16]2[CH:17]=[N+:18]([CH3:1])[CH:19]=[CH:20][CH:21]=2)=[N:14][S:13][N:12]=1 |f:3.4|. The product is [I-].FC(CCCCCOC1=NSN=C1C=1C=[N+](C=CC1)C)(F)F (3-(6,6,6-Trifluorohexyloxy-1,2,5-thiadiazol-4-yl)-1-methylpyridinium iodide). The solvent is CC(=O)C (acetone). Procedure: A solution of methyl iodide (852 mg, 6.0 mmol) and 3-(3-(6,6,6-trifluorohexyloxy-1,2,5-thiadiazol-4-yl)pyridine (630 mg, 2.0 mmol) in acetone (25 ml) was refluxed for 7 h. The solution was evaporated and the residue was used directly in the next step. The reactants are saturated solution, Cl (HCl), COC([C@H](CC1=CC=C(C=C1)C1=C(C=CC=C1)C#N)NC(=O)OC(C)(C)C)=O ((S)-2-tert-butoxycarbonylamino-3-(2′-cyano-biphenyl-4-yl) propionic acid methyl ester). The solvent is O1CCOCC1 (dioxane), O1CCOCC1 (dioxane). Reaction conditions: time 3 hour. Yields the product Cl.COC([C@H](CC1=CC=C(C=C1)C1=C(C=CC=C1)C#N)N)=O ((S)-2-Amino-3-(2′-cyanobiphenyl-4-yl) propionic acid methyl ester hydrochloride). Yield: 99.0%. Reaction SMILES: [ClH:1].[CH3:2][O:3][C:4](=[O:29])[C@@H:5]([NH:21]C(OC(C)(C)C)=O)[CH2:6][C:7]1[CH:12]=[CH:11][C:10]([C:13]2[CH:18]=[CH:17][CH:16]=[CH:15][C:14]=2[C:19]#[N:20])=[CH:9][CH:8]=1>O1CCOCC1>[ClH:1].[CH3:2][O:3][C:4](=[O:29])[C@@H:5]([NH2:21])[CH2:6][C:7]1[CH:12]=[CH:11][C:10]([C:13]2[CH:18]=[CH:17][CH:16]=[CH:15][C:14]=2[C:19]#[N:20])=[CH:9][CH:8]=1 |f:3.4|. Procedure details: 3 ml of a saturated solution of HCl in dioxane were added to a solution of (S)-2-tert-butoxycarbonylamino-3-(2′-cyano-biphenyl-4-yl) propionic acid methyl ester (513 mg, 1.35 mmol) in dioxane (4 ml) and the resulting mixture was stirred at room temperature for 3 h. The solvent was concentrated in vacuo to yield the title compound (425 mg, 99%) that was used in the next step without further purification. Starting materials: CC(C)c1cc(C(C)C)c(-c2ccccc2P(C(C)(C)C)C(C)(C)C)c(C(C)C)c1, CC(C)(C)OC(=O)c1ccc(Br)cc1NC(=O)c1ccccc1, CC(=O)[O-], CC(=O)[O-], Cc1ccc(O)cc1, CCOC(C)=O, Cc1ccccc1, [K+], [K+], [K+], O=C(O)CC(O)(CC(=O)O)C(=O)O, O=P([O-])([O-])[O-], [Pd+2]. The product is Cc1ccc(Oc2ccc(C(=O)OC(C)(C)C)c(NC(=O)c3ccccc3)c2)cc1. RXN SMILES: [C:17]([P:18]([C:19]([CH3:20])([CH3:21])[CH3:22])[c:23]1[cH:24][cH:25][cH:26][cH:27][c:28]1-[c:29]1[c:30]([CH:31]([CH3:32])[CH3:33])[cH:34][c:35]([CH:36]([CH3:37])[CH3:38])[cH:39][c:40]1[CH:41]([CH3:42])[CH3:43])([CH3:44])([CH3:45])[CH3:46].[C:47]([c:48]1[cH:49][cH:50][cH:51][cH:52][cH:53]1)(=[O:54])[NH:55][c:56]1[c:57]([C:58](=[O:59])[O:60][C:61]([CH3:62])([CH3:63])[CH3:64])[cH:65][cH:66][c:67]([Br:69])[cH:68]1.[C:83]([O-:84])(=[O:85])[CH3:86].[C:88]([O-:89])(=[O:90])[CH3:91].[CH3:1][c:2]1[cH:3][cH:4][c:5]([OH:6])[cH:7][cH:8]1.[CH3:92][CH2:93][O:94][C:95](=[O:96])[CH3:97].[CH3:98][c:99]1[cH:100][cH:101][cH:102][cH:103][cH:104]1.[K+:14].[K+:15].[K+:16].[OH:70][C:71]([CH2:72][C:73]([C:74](=[O:75])[OH:76])([CH2:77][C:78](=[O:79])[OH:80])[OH:81])=[O:82].[P:9]([O-:10])([O-:11])([O-:12])=[O:13].[Pd+2:87]>>[CH3:1][c:2]1[cH:3][cH:4][c:5]([O:6][c:67]2[cH:66][cH:65][c:57]([C:58](=[O:59])[O:60][C:61]([CH3:62])([CH3:63])[CH3:64])[c:56]([NH:55][C:47]([c:48]3[cH:49][cH:50][cH:51][cH:52][cH:53]3)=[O:54])[cH:68]2)[cH:7][cH:8]1.